Dataset: the Open Reaction Database (ORD), a public repository of structured organic reaction records. Task: describe an organic reaction: reactants, conditions, products, and yield Starting materials: Cl (hydrochloric acid), FC(C(CC(=O)OCC)=O)(F)F (ethyl 4,4,4-trifluoroacetoacetate), C(C)(=O)O (acetic acid), [OH-].[Na+] (sodium hydroxide), CNN (methylhydrazine). Run in O (water), C1(=CC=CC=C1)C (toluene). Conditions: temperature 10 celsius. Product: OC1=CC(=NN1C)C(F)(F)F (5-hydroxy-1-methyl-3-trifluoromethylpyrazole). Isolated yield 86.5%. RXN SMILES: [F:1][C:2]([F:12])([F:11])[C:3](=O)[CH2:4][C:5](OCC)=[O:6].C(O)(=O)C.[CH3:17][NH:18][NH2:19].[OH-].[Na+].Cl>O.C1(C)C=CC=CC=1>[OH:6][C:5]1[N:18]([CH3:17])[N:19]=[C:3]([C:2]([F:12])([F:11])[F:1])[CH:4]=1 |f:3.4|. Procedure: 92.1 g (0.5 mole) of ethyl 4,4,4-trifluoroacetoacetate was dissolved in 60.1 g (1.0 mole) of acetic acid. The solution was cooled to 10° C. or lower with stirring. Thereto was dropwise added, in 1 hour, 65.8 g (0.5 mole) of a 35% aqueous methylhydrazine solution. After the dropwise addition, the mixture was stirred at room temperature for 1 hour and successively at 80° C. for 5 hours to give rise to a reaction. After the reaction, the mixture was cooled to room temperature. Thereto were added 15... Reactants: solution, [H-].C(C(C)C)[Al+]CC(C)C (diisobutylaluminium hydride), ClC1=CC=C(C=C1)C1(CCC1)C#N (1-(4-chlorophenyl)cyclobutanecarbonitrile), CCOCC (ether), Cl (hydrochloric acid). The solvent is CCCCCC (hexane). Run at temperature 0 celsius, time 30 minute. Product: ClC1=CC=C(C=C1)C1(CCC1)C=O (1-(4-chlorophenyl)cyclobutanecarbaldehyde). Reaction SMILES: [H-].C([Al+]CC(C)C)C(C)C.[Cl:11][C:12]1[CH:17]=[CH:16][C:15]([C:18]2([C:22]#N)[CH2:21][CH2:20][CH2:19]2)=[CH:14][CH:13]=1.Cl.CC[O:27]CC>CCCCCC>[Cl:11][C:12]1[CH:17]=[CH:16][C:15]([C:18]2([CH:22]=[O:27])[CH2:21][CH2:20][CH2:19]2)=[CH:14][CH:13]=1 |f:0.1|. Reported procedure: A 1M solution of diisobutylaluminium hydride in hexane (100 ml) was added dropwise to a stirred solution of 1-(4-chlorophenyl)cyclobutanecarbonitrile (19.1 g) in dry ether (50 ml) at -30° C. under nitrogen. The mixture was allowed to warm to 0° C. and was kept at that temperature for 30 minutes. The mixture was cooled to -30° C. and 5N hydrochloric acid (100 ml) was added dropwise with stirring. The mixture was filtered to separate a solid and the filtrate was extracted with ether. The solid was... The reactants are N(=NC(=O)OCC)C(=O)OCC (diethyl azodicarboxylate), COC(=O)[C@H](CO)NC(C1=CC=CC=C1)(C2=CC=CC=C2)C3=CC=CC=C3 (trt-Ser-OMe), C1(=CC=CC=C1)O (phenol), C1(=CC=CC=C1)P(C1=CC=CC=C1)C1=CC=CC=C1 (triphenylphosphine). Run in C1CCOC1 (THF). Run at temperature 0 celsius, time 30 minute. Product: C(C1=CC=CC=C1)(C1=CC=CC=C1)(C1=CC=CC=C1)N[C@H](C(=O)OC)COC1=CC=CC=C1 (methyl (S)-2-tritylamino-3-phenoxypropionate). Reaction SMILES: [CH3:1][O:2][C:3]([C@@H:5]([NH:8][C:9]([C:22]1[CH:27]=[CH:26][CH:25]=[CH:24][CH:23]=1)([C:16]1[CH:21]=[CH:20][CH:19]=[CH:18][CH:17]=1)[C:10]1[CH:15]=[CH:14][CH:13]=[CH:12][CH:11]=1)[CH2:6][OH:7])=[O:4].[C:28]1(O)[CH:33]=[CH:32][CH:31]=[CH:30][CH:29]=1.C1(P(C2C=CC=CC=2)C2C=CC=CC=2)C=CC=CC=1.N(C(OCC)=O)=NC(OCC)=O>C1COCC1>[C:9]([NH:8][C@@H:5]([CH2:6][O:7][C:28]1[CH:33]=[CH:32][CH:31]=[CH:30][CH:29]=1)[C:3]([O:2][CH3:1])=[O:4])([C:22]1[CH:27]=[CH:26][CH:25]=[CH:24][CH:23]=1)([C:16]1[CH:17]=[CH:18][CH:19]=[CH:20][CH:21]=1)[C:10]1[CH:15]=[CH:14][CH:13]=[CH:12][CH:11]=1. Procedure: 2.8 g of trt-Ser-OMe (Bachem), 0.75 of phenol, and 2.25 g of triphenylphosphine were dissolved together in 60 ml of THF, absolute, and treated dropwise with 1.49 g of diethyl azodicarboxylate at 0° C. in the course of 30 min. The reaction mixture was stirred at 0° C. for 30 min and warmed to RT (about 1 h). For working-up, the solvent was removed under reduced pressure and the crude product was purified by chromatography on silica gel (heptane/ethyl acetate=1.5/1). The methyl (S)-2-tritylamino-3... Reactants: COC(=O)c1cc(OC)cc([N+](=O)[O-])c1, Cc1cc(C(=O)O)cc([N+](=O)[O-])c1, [Na+], [OH-]. Product: COc1cc(C(=O)O)cc([N+](=O)[O-])c1. RXN SMILES: [CH3:14][O:15][c:16]1[cH:17][c:18]([C:19](=[O:20])[O:21][CH3:22])[cH:23][c:24]([N+:26](=[O:27])[O-:28])[cH:25]1.[CH3:1][c:2]1[cH:3][c:4]([C:11]([OH:12])=[O:13])[cH:5][c:6]([N+:7]([O-:8])=[O:9])[cH:10]1.[Na+:30].[OH-:29]>>[CH3:14][O:15][c:16]1[cH:17][c:18]([C:19](=[O:20])[OH:21])[cH:23][c:24]([N+:26](=[O:27])[O-:28])[cH:25]1. Starting materials: O (water), DMTr-ATGCG, C(C)#N (Acetonitrile), C(=O)=O (carbon dioxide), aqueous solution, oligodeoxynucleotides, O (water), sodium salts, C(=C)C1=C(C=CC=C1)C=C (divinylbenzene), C=CC1=CC=CC=C1 (styrene), oligodeoxynucleotides. Solvent: C(C)(=O)O (acetic acid), C(C)N(CC)CC (triethylamine), C(C)N(CC)CC (triethylamine), O1CCCC1 (tetrahydrofuran), CO (methanol). Product: C([O-])(O)=O.C(C)[NH+](CC)CC (triethylammonium bicarbonate). Reaction SMILES: [C:1](#[N:3])[CH3:2].[CH:4](C1C=CC=CC=1C=C)=[CH2:5].[CH2:14]=[CH:15]C1C=CC=CC=1.[C:22](=[O:24])=[O:23].[OH2:25]>C(N(CC)CC)C.C(O)(=O)C.O1CCCC1.CO>[C:22](=[O:25])([OH:24])[O-:23].[CH2:1]([NH+:3]([CH2:14][CH3:15])[CH2:4][CH3:5])[CH3:2] |f:9.10|. Reported procedure: Acetonitrile (HPLC gradient-grade), divinylbenzene (synthesis grade), methanol (HPLC gradient-grade), styrene (synthesis grade), and tetrahydrofuran (analytical reagent grade) were obtained from Merck (Darmstadt, Germany). Styrene and divinylbenzene were distilled before use. Acetic acid (analytical reagent grade), azobisisobutyronitrile (synthesis grade), decanol (synthesis grade), and triethylamine (p.a.) were purchased from Fluka (Buchs, Switzerland). A 1.0 M stock solution of triethylammoniu... Starting materials: CC1=NC=C(C=C1)C(CC(=O)OCC)=O (ethyl 3-(2-methyl-5-pyridinyl)-3-oxopropanoate), C(=C)C(=O)C (methyl vinyl ketone), C[O-].[Na+] (sodium methoxide), C[O-].[Na+] (sodium methoxide), C(=C)C(=O)C (methyl vinyl ketone). Run in C1=CC=CC=C1 (benzene), C1=CC=CC=C1 (benzene), CO (methanol), CO (methanol), C1=CC=CC=C1 (benzene). Run at temperature 40 celsius, time 8 hour. Product: CC1=NC=C(C=C1)C(=O)C(C(=O)OCC)CCC(C)=O (ethyl 2-(2-methyl-5-pyridinylcarbonyl)-5-oxohexanoate). As a reaction SMILES: [CH3:1][C:2]1[CH:7]=[CH:6][C:5]([C:8](=[O:15])[CH2:9][C:10]([O:12][CH2:13][CH3:14])=[O:11])=[CH:4][N:3]=1.C[O-].[Na+].[CH:19]([C:21]([CH3:23])=[O:22])=[CH2:20]>C1C=CC=CC=1.CO>[CH3:1][C:2]1[CH:7]=[CH:6][C:5]([C:8]([CH:9]([CH2:20][CH2:19][C:21](=[O:22])[CH3:23])[C:10]([O:12][CH2:13][CH3:14])=[O:11])=[O:15])=[CH:4][N:3]=1 |f:1.2|. Procedure: To a stirred solution containing 48 g. of ethyl 3-(2-methyl-5-pyridinyl)-3-oxopropanoate in a mixture of 300 ml. of dry benzene and 100 ml. of dry methanol, said solution kept under nitrogen, was added 0.1 g. of sodium methoxide followed by the dropwise addition over a period of about one hour of the solution containing 16 g. of freshly distilled methyl vinyl ketone in a mixture of 60 ml. of benzene and 10 ml. of methanol. After the reaction had proceeded slowly at room temperature overnight, an...